From a dataset of the Open Reaction Database (ORD), a public repository of structured organic reaction records. describe an organic reaction: reactants, conditions, products, and yield Starting materials: ClCC(=O)Cl (Chloroacetic acid chloride), C(C)(C)(C)C1=NOC(=C1)N (3-t-Butyl-5-amino isoxazole), N1=CC=CC=C1 (pyridine). Run in ClCCl (dichloromethane), ClCCl (dichloromethane). Run at temperature 0 celsius, time 2 hour. The product is C(C)(C)(C)C1=NOC(=C1)NC(CCl)=O (N-(3-t-Butyl-5-isoxazolyl)-2-chloro-acetamide). Isolated yield 97.2%. Reaction SMILES: [Cl:1][CH2:2][C:3](Cl)=[O:4].[C:6]([C:10]1[CH:14]=[C:13]([NH2:15])[O:12][N:11]=1)([CH3:9])([CH3:8])[CH3:7].N1C=CC=CC=1>ClCCl>[C:6]([C:10]1[CH:14]=[C:13]([NH:15][C:3](=[O:4])[CH2:2][Cl:1])[O:12][N:11]=1)([CH3:9])([CH3:8])[CH3:7]. Procedure details: Chloroacetic acid chloride (0.25 ml; 3.14 mmol) is dropped slowly into a stirred solution of 3-t-Butyl-5-amino isoxazole (400 mg; 2.85 mmol) in pyridine (0.3 ml; 3.71 mmol) and dichloromethane (2 ml), cooled to 0° C. Stirring is continued for 2 h at room temperature. The reaction mixture is diluted with dichloromethane, washed twice with 1 N aqueous hydrochloric acid, twice with an aqueous solution of NaHCO3 and with water. The reaction mixture is then dried over Na2SO4, filtered and evaporated ... Starting materials: O (water), O=C1OC(C2=C(N1CC1=CC=C(C#N)C=C1)C=CC=C2)=O (4-(2,4-dioxo-4H-benzo[d][1,3]oxazin-1-ylmethyl)-benzonitrile), Cl.ClC1=CC=C(CON)C=C1 (O-(4-chloro-benzyl)-hydroxylamine hydrochloride), C(C)N(C(C)C)C(C)C (N-ethyldiisopropylamine). Run in CN(C)C=O (DMF). Run at temperature 100 celsius, time 17 hour. The product is ClC1=CC=C(CONC(C2=C(C=CC=C2)NCC2=CC=C(C=C2)C#N)=O)C=C1 (N-(4-Chloro-benzyloxy)-2-(4-cyano-benzylamino)-benzamide). As a reaction SMILES: O=C1[N:7]([CH2:8][C:9]2[CH:16]=[CH:15][C:12]([C:13]#[N:14])=[CH:11][CH:10]=2)[C:6]2[CH:17]=[CH:18][CH:19]=[CH:20][C:5]=2[C:4](=[O:21])O1.Cl.[Cl:23][C:24]1[CH:32]=[CH:31][C:27]([CH2:28][O:29][NH2:30])=[CH:26][CH:25]=1.C(N(C(C)C)C(C)C)C.O>CN(C=O)C>[Cl:23][C:24]1[CH:32]=[CH:31][C:27]([CH2:28][O:29][NH:30][C:4](=[O:21])[C:5]2[CH:20]=[CH:19][CH:18]=[CH:17][C:6]=2[NH:7][CH2:8][C:9]2[CH:10]=[CH:11][C:12]([C:13]#[N:14])=[CH:15][CH:16]=2)=[CH:26][CH:25]=1 |f:1.2|. Procedure details: To a stirred mixture of 4-(2,4-dioxo-4H-benzo[d][1,3]oxazin-1-ylmethyl)-benzonitrile (Preparation 7D, 319 mg) and O-(4-chloro-benzyl)-hydroxylamine hydrochloride (preparation 9, 267 mg) in DMF (10 ml) was added N-ethyldiisopropylamine (0.4 ml). The reaction mixture was heated to 100° C. and stirred for 17 hours. The mixture was cooled to room temperature and water was added. The pale brown precipitated material was isolated by filtration and re-crystallised from ethanol and gave the title compou...